From a dataset of the Open Reaction Database (ORD), a public repository of structured organic reaction records. describe an organic reaction: reactants, conditions, products, and yield As a reaction SMILES: [F:1][C:2]1[CH:7]=[CH:6][C:5]([N:8]2[C:12]3[CH:13]=[C:14]([C:17]4[C:18]([C:22]5[CH:27]=[CH:26][C:25]([F:28])=[CH:24][CH:23]=5)=[N:19][NH:20][CH:21]=4)[CH:15]=[CH:16][C:11]=3[N:10]=[C:9]2[O:29]C)=[CH:4][CH:3]=1.[ClH:31].C(OCC)(=O)C>CO>[ClH:31].[ClH:31].[F:1][C:2]1[CH:7]=[CH:6][C:5]([N:8]2[C:12]3[CH:13]=[C:14]([C:17]4[C:18]([C:22]5[CH:27]=[CH:26][C:25]([F:28])=[CH:24][CH:23]=5)=[N:19][NH:20][CH:21]=4)[CH:15]=[CH:16][C:11]=3[N:10]=[C:9]2[OH:29])=[CH:4][CH:3]=1 |f:1.2,4.5.6|. Yields the product Cl.Cl.FC1=CC=C(C=C1)N1C(=NC2=C1C=C(C=C2)C=2C(=NNC2)C2=CC=C(C=C2)F)O (1-(4-Fluorophenyl)-6-[3-(4-fluorophenyl)-1H-4-pyrazolyl]-1H-benzo[d]imidazol-2-ol dihydrochloride). The solvent is CO (methanol). Reactants: FC1=CC=C(C=C1)N1C(=NC2=C1C=C(C=C2)C=2C(=NNC2)C2=CC=C(C=C2)F)OC (1-(4-fluorophenyl)-6-[3-(4-fluorophenyl)-1H-4-pyrazolyl]-2-methoxy-1H-benzo [d] imidazole), Cl.C(C)(=O)OCC (hydrochloric acid ethyl acetate). Procedure: 15 mg 1-(4-fluorophenyl)-6-[3-(4-fluorophenyl)-1H-4-pyrazolyl]-2-methoxy-1H-benzo [d] imidazole obtained in Example 139 was dissolved in methanol, then 2 mL of 4 N hydrochloric acid/ethyl acetate was added thereto, and the solvent was evaporated. The residue was crystallized from methanol/ether and then washed with ethyl acetate to give 12 mg of the title compound as colorless crystals. The reactants are [Li]C(C)(C)C (t-BuLi), C(C1=CC=CC=C1)OC=1C=NC=C(C1)Br (3-Benzyloxy-5-bromopyridine), Cl(=O)(=O)(=O)[O-].C1CC[N+]=2CCCC12 (1,2,3,5,6,7-hexahydropyrrolizinium perchlorate). Solvent: CCCCC (pentane), CCOCC (Et2O). Conditions: temperature -78 celsius, time 10 minute. The product is C(C1=CC=CC=C1)OC=1C=NC=C(C1)C12CCCN2CCC1 (7a-(3-benzyloxy-5-pyridinyl)-hexahydro-1H-pyrrolizine). Yield: 21.7%. As a reaction SMILES: [CH2:1]([O:8][C:9]1[CH:10]=[N:11][CH:12]=[C:13](Br)[CH:14]=1)[C:2]1[CH:7]=[CH:6][CH:5]=[CH:4][CH:3]=1.[Li]C(C)(C)C.Cl([O-])(=O)(=O)=O.[CH2:26]1[C:33]2[CH2:32][CH2:31][CH2:30][N+:29]=2[CH2:28][CH2:27]1>CCOCC.CCCCC>[CH2:1]([O:8][C:9]1[CH:10]=[N:11][CH:12]=[C:13]([C:33]23[CH2:32][CH2:31][CH2:30][N:29]2[CH2:28][CH2:27][CH2:26]3)[CH:14]=1)[C:2]1[CH:7]=[CH:6][CH:5]=[CH:4][CH:3]=1 |f:2.3|. Procedure: 3-Benzyloxy-5-bromopyridine (1.18 g, 4.47 mmol) was dissolved in Et2O and cooled to -78° C. A solution of 2.5M t-BuLi (5.8 mL, 9.83 mmol) in pentane was added, and the reaction was stirred for 10 minutes. 1,2,3,5,6,7-hexahydropyrrolizinium perchlorate (1.4 g, 6.70 mmol) was added, and the reaction mixture was allowed to stir for 3 hours at -78° C. then allowed to warm to -20° C. and stir for 2 hours. The cold bath was removed, 2N HCl was added, and the mixture was extracted with Et2O. The phases... Reactants: [Br-].C1(=CC=CC=C1)C(C(F)(F)F)O[P+](N(CC)CC)(N(CC)CC)N(CC)CC ((1-phenyl-2,2,2-trifluoroethoxy)tris(diethylamino)phosphonium bromide), C1CCCC2=CC=CC=C12 (tetrahydronaphthalene). Reaction conditions: temperature 200 celsius. Product: FC(CC1=CC=CC=C1)(F)F ((2,2,2-trifluoroethyl)benzene). The yield is 63.7%. As a reaction SMILES: [Br-].[C:2]1([CH:8](O[P+](N(CC)CC)(N(CC)CC)N(CC)CC)[C:9]([F:12])([F:11])[F:10])[CH:7]=[CH:6][CH:5]=[CH:4][CH:3]=1.C1C2C(=CC=CC=2)CCC1>>[F:10][C:9]([F:11])([F:12])[CH2:8][C:2]1[CH:7]=[CH:6][CH:5]=[CH:4][CH:3]=1 |f:0.1|. Reported procedure: In distillation apparatus, a mixture of 50 g (0.1 mol) of (1-phenyl-2,2,2-trifluoroethoxy)tris(diethylamino)phosphonium bromide according to Example 1 and 40 g (0.3 mol) of tetrahydronaphthalene were heated for 2 hours at about 200° C. After about an hour, the reaction product was slowly distilled off through a small column, in which the boiling temperature at the column head did not exceed 140° C. The remaining product was distilled off from the reaction mixture at 40 mbar, after the reaction w... Product: COc1cc2c(Sc3cccc(NC(=O)Nc4cc(C(C)(C)C)on4)c3)ncnc2cc1OCCN1CCN(CCO)CC1. RXN SMILES: [C:1]([CH3:2])([CH3:3])([CH3:4])[c:5]1[cH:6][c:7]([NH:10][C:11](=[O:12])[NH:13][c:14]2[cH:15][c:16]([S:20][c:21]3[n:22][cH:23][n:24][c:25]4[cH:26][c:27]([O:33][CH2:34][CH2:35][Cl:36])[c:28]([O:31][CH3:32])[cH:29][c:30]34)[cH:17][cH:18][cH:19]2)[n:8][o:9]1.[CH2:56]([N+:57]([CH2:58][CH2:59][CH2:60][CH3:61])([CH2:62][CH2:63][CH2:64][CH3:65])[CH2:66][CH2:67][CH2:68][CH3:69])[CH2:70][CH2:71][CH3:72].[CH:46]([N:47]([CH:48]([CH3:49])[CH3:50])[CH2:51][CH3:52])([CH3:53])[CH3:54].[I-:55].[N:37]1([CH2:43][CH2:44][OH:45])[CH2:38][CH2:39][NH:40][CH2:41][CH2:42]1>>[C:1]([CH3:2])([CH3:3])([CH3:4])[c:5]1[cH:6][c:7]([NH:10][C:11](=[O:12])[NH:13][c:14]2[cH:15][c:16]([S:20][c:21]3[n:22][cH:23][n:24][c:25]4[cH:26][c:27]([O:33][CH2:34][CH2:35][N:40]5[CH2:39][CH2:38][N:37]([CH2:43][CH2:44][OH:45])[CH2:42][CH2:41]5)[c:28]([O:31][CH3:32])[cH:29][c:30]34)[cH:17][cH:18][cH:19]2)[n:8][o:9]1. The reactants are COc1cc2c(Sc3cccc(NC(=O)Nc4cc(C(C)(C)C)on4)c3)ncnc2cc1OCCCl, CCCC[N+](CCCC)(CCCC)CCCC, CCN(C(C)C)C(C)C, [I-], OCCN1CCNCC1. Starting materials: CC(C)(C)OC(=O)C1C(C=CC(=O)O)C1(C)C, C#CCO. Product: C#CCOC(=O)C=CC1C(C(=O)OC(C)(C)C)C1(C)C. As a reaction SMILES: [C:1]([CH3:2])([CH3:3])([CH3:4])[O:5][C:6](=[O:7])[CH:8]1[C:9]([CH3:16])([CH3:17])[CH:10]1[CH:11]=[CH:12][C:13](=[O:14])[OH:15].[CH2:18]([C:19]#[CH:20])[OH:21]>>[C:1]([CH3:2])([CH3:3])([CH3:4])[O:5][C:6](=[O:7])[CH:8]1[C:9]([CH3:16])([CH3:17])[CH:10]1[CH:11]=[CH:12][C:13](=[O:14])[O:15][CH2:20][C:19]#[CH:18]. The reactants are C1=C(C=CC=C1O)C (meta-cresol), CC=1C=C(C=C(C1)C)O (3,5-dimethyl phenol), C1(\C=C/C(=O)O1)=O (maleic anhydride), C=O (formaldehyde), C1(=CC=CC=C1O)C (cresol), solution, 13.8. The solvent is COCCOCCOC (diglyme), C1(CCCCC1)=O (Cyclohexanone), O (water). Conditions: time 4 hour. Yields the product C1=C(C=CC=C1O)C.C=O.CC=1C=C(C=C(C1)C)O (Meta-Cresol 3,5-Dimethyl Phenol Formaldehyde). As a reaction SMILES: [CH:1]1[C:6]([OH:7])=[CH:5][CH:4]=[CH:3][C:2]=1[CH3:8].[CH3:9][C:10]1[CH:11]=[C:12]([OH:17])[CH:13]=[C:14]([CH3:16])[CH:15]=1.C1(=O)OC(=O)C=C1.C1(C)C(O)=CC=CC=1.C=O>C1(=O)CCCCC1.O.COCCOCCOC>[CH:1]1[C:6]([OH:7])=[CH:5][CH:4]=[CH:3][C:2]=1[CH3:8].[CH2:12]=[O:17].[CH3:9][C:10]1[CH:11]=[C:12]([OH:17])[CH:13]=[C:14]([CH3:16])[CH:15]=1 |f:8.9.10|. Procedure details: Into a 500 ml. three necked flask were charged 108 grams (1.0 mole) meta-cresol, 40.26 grams (0.33 mole) 3,5-dimethyl phenol, 3.0 grams maleic anhydride and 70 ml. diglyme. The cresol mixture is heated under stirring and nitrogen flow to 98 degree C. At this temperature 83.0 ml. (0.77 mole) 37% formaldehyde solution is slowly added by dropping funnel during a period of one hour. The condensation reaction is allowed to continue for four hours at 98° C. After the condensation water and solvent are... Procedure: A solution of Oxone (0.356 g. 0.579 mM) in water (2.5 ml) was added to a stirred suspension of the title product from Example 37 (0.117 g. 0.276 mM) in EtOH (10 ml) and the mixture heated at gentle reflux for 2.75 hours. The mixture was allowed to cool. The solid which precipitated was filtered, washed with water and ether to give the title compound (0.1 09 g). MS: 457 (MH+); NMR(250 MHz) 1.83 (3H, s); 3.38 (3H, s); 3.45 (2H, t); 3.85 (1H, m); 4.23 (1H, t); 4.79 (1H, m); 7.78 (2H, d); 8.0 (2H, d... The solvent is CCO (EtOH). RXN SMILES: [OH:1]OS([O-])=O.[K+].[CH3:7][S:8][C:9]1[CH:10]=[CH:11][C:12]2[N:13]([C:15]([C:18]([C:20]3[CH:25]=[CH:24][C:23]([N:26]4[CH2:30][C@H:29]([CH2:31][NH:32][C:33](=[O:35])[CH3:34])[O:28][C:27]4=[O:36])=[CH:22][CH:21]=3)=[O:19])=[CH:16][N:17]=2)[CH:14]=1.[OH2:37]>CCO>[CH3:7][S:8]([C:9]1[CH:10]=[CH:11][C:12]2[N:13]([C:15]([C:18]([C:20]3[CH:21]=[CH:22][C:23]([N:26]4[CH2:30][C@H:29]([CH2:31][NH:32][C:33](=[O:35])[CH3:34])[O:28][C:27]4=[O:36])=[CH:24][CH:25]=3)=[O:19])=[CH:16][N:17]=2)[CH:14]=1)(=[O:1])=[O:37] |f:0.1|. The product is CS(=O)(=O)C=1C=CC=2N(C1)C(=CN2)C(=O)C2=CC=C(C=C2)N2C(O[C@H](C2)CNC(C)=O)=O (N-([(5S)-N-(4-[6-(methylsulfonyl)imidazo[1,2-a]pyridin-3-ylcarbonyl]phenyl)-2-oxooxazolidin-5-yl]methyl)acetamide). The reactants are OOS(=O)[O-].[K+] (Oxone), CSC=1C=CC=2N(C1)C(=CN2)C(=O)C2=CC=C(C=C2)N2C(O[C@H](C2)CNC(C)=O)=O (N-([(5S)-N-(4-[6-methylthioimidazo[1,2-a]pyridin-3-ylcarbonyl]phenyl)-2-oxooxazolidin-5-yl]methyl)acetamide), O (water). The reactants are COC1=CC=C(C=C1)C1(C(NC2=CC=CC=C2C1=O)=O)C (3-(4-methoxy-phenyl)-3-methyl-1H-quinoline-2,4-dione), B(Br)(Br)Br (BBr3), CCCCCC (n-hexane). The solvent is CCOC(=O)C (EtOAc). Yields the product OC1=CC=C(C=C1)C1(C(NC2=CC=CC=C2C1=O)=O)C (3-(4-hydroxy-phenyl)-3-methyl-1H-quinoline-2,4-dione). The yield is 49.5%. As a reaction SMILES: C[O:2][C:3]1[CH:8]=[CH:7][C:6]([C:9]2([CH3:21])[C:18](=[O:19])[C:17]3[C:12](=[CH:13][CH:14]=[CH:15][CH:16]=3)[NH:11][C:10]2=[O:20])=[CH:5][CH:4]=1.B(Br)(Br)Br.CCCCCC>CCOC(C)=O>[OH:2][C:3]1[CH:4]=[CH:5][C:6]([C:9]2([CH3:21])[C:18](=[O:19])[C:17]3[C:12](=[CH:13][CH:14]=[CH:15][CH:16]=3)[NH:11][C:10]2=[O:20])=[CH:7][CH:8]=1. Procedure: The objective compound was prepared by the same procedure for the example 13, using a 3-(4-methoxy-phenyl)-3-methyl-1H-quinoline-2,4-dione (1.00 g, 3.55 mmol) and BBr3 (17.8 mL, 1.0 M solution in dichloromethane). After normal workup, the pure objective compound (0.47 g, 50%) was obtained as pale yellow solid by a flash column chromatography (n-hexane:EtOAc=5:1): 1H NMR (200 MHz, CDCl3) δ 1.81 (s, 3H, CH3), 5.20 (br s, 1H, OH), 6.68 (d, J=8.9 Hz, 2H, ArH), 6.85-7.19 (m, 4H, ArH), 7.45-7.89 (m, 2... Starting materials: C(C)C=1C=C(C=CC1CC)C[C@H](C(=O)O)NC(=O)N1CCC(CC1)N1C(NC2=C(CC1)C=CC=C2)=O ((R)-3-(3,4-diethyl-phenyl)-2-{[4-(2-oxo-1,2,4,5-tetrahydro-1,3-benzodiazepin-3-yl)-piperidine-1-carbonyl]-amino}-propionic acid), N1CCC(CC1)N1CCOCC1 (4-piperidin-4-yl-morpholine). Product: C(C)C=1C=C(C[C@H](C(=O)N2CCC(CC2)N2CCOCC2)NC(=O)N2CCC(CC2)N2C(NC3=C(CC2)C=CC=C3)=O)C=CC1CC (4-(2-oxo-1,2,4,5-tetrahydro-1,3-benzodiazepin-3-yl)-piperidine-1-carboxylic acid-[(R)-1-(3,4-diethyl-benzyl)-2-(4-morpholin-4-yl-piperidin-1-yl)-2-oxo-ethyl]-amide). RXN SMILES: [CH2:1]([C:3]1[CH:4]=[C:5]([CH2:11][C@@H:12]([NH:16][C:17]([N:19]2[CH2:24][CH2:23][CH:22]([N:25]3[CH2:31][CH2:30][C:29]4[CH:32]=[CH:33][CH:34]=[CH:35][C:28]=4[NH:27][C:26]3=[O:36])[CH2:21][CH2:20]2)=[O:18])[C:13](O)=[O:14])[CH:6]=[CH:7][C:8]=1[CH2:9][CH3:10])[CH3:2].[NH:37]1[CH2:42][CH2:41][CH:40]([N:43]2[CH2:48][CH2:47][O:46][CH2:45][CH2:44]2)[CH2:39][CH2:38]1>>[CH2:1]([C:3]1[CH:4]=[C:5]([CH:6]=[CH:7][C:8]=1[CH2:9][CH3:10])[CH2:11][C@@H:12]([NH:16][C:17]([N:19]1[CH2:24][CH2:23][CH:22]([N:25]2[CH2:31][CH2:30][C:29]3[CH:32]=[CH:33][CH:34]=[CH:35][C:28]=3[NH:27][C:26]2=[O:36])[CH2:21][CH2:20]1)=[O:18])[C:13]([N:37]1[CH2:42][CH2:41][CH:40]([N:43]2[CH2:48][CH2:47][O:46][CH2:45][CH2:44]2)[CH2:39][CH2:38]1)=[O:14])[CH3:2]. Procedure details: Prepared analogously to Example 9i) from 400 mg (0.81 mmol) (R)-3-(3,4-diethyl-phenyl)-2-{[4-(2-oxo-1,2,4,5-tetrahydro-1,3-benzodiazepin-3-yl)-piperidine-1-carbonyl]-amino}-propionic acid and 170 mg (1.00 mmol) 4-piperidin-4-yl-morpholine. Starting materials: COc1cccc2c1C(Br)OC2=O, C1CCOC1, c1ccc(P(c2ccccc2)c2ccccc2)cc1. The product is [Br-], COc1cccc2c1C([P+](c1ccccc1)(c1ccccc1)c1ccccc1)OC2=O. Reaction SMILES: [Br:1][CH:2]1[O:3][C:4](=[O:13])[c:5]2[cH:6][cH:7][cH:8][c:9]([O:11][CH3:12])[c:10]21.[CH2:33]1[O:34][CH2:35][CH2:36][CH2:37]1.[c:14]1([P:20]([c:21]2[cH:22][cH:23][cH:24][cH:25][cH:26]2)[c:27]2[cH:28][cH:29][cH:30][cH:31][cH:32]2)[cH:15][cH:16][cH:17][cH:18][cH:19]1>>[Br-:1].[CH:2]1([P+:20]([c:14]2[cH:15][cH:16][cH:17][cH:18][cH:19]2)([c:21]2[cH:22][cH:23][cH:24][cH:25][cH:26]2)[c:27]2[cH:28][cH:29][cH:30][cH:31][cH:32]2)[O:3][C:4](=[O:13])[c:5]2[cH:6][cH:7][cH:8][c:9]([O:11][CH3:12])[c:10]21.